Dataset: the Open Reaction Database (ORD), a public repository of structured organic reaction records. Task: describe an organic reaction: reactants, conditions, products, and yield Starting materials: NC=1C(NC(N(C1N)CC1=NON=C1C)=S)=O (5,6-diamino-1-[(4-methyl-1,2,5-oxadiazol-3-yl)methyl]-2-thioxo-2,3-dihydropyrimidin-4(1H)-one), C(C)(=O)O.C(=N)N (formamidine acetate). The solvent is O (water). Product: CC=1C(=NON1)CN1C(NC(C=2NC=NC12)=O)=S (3-[(4-Methyl-1,2,5-oxadiazol-3-yl)methyl]-2-thioxo-1,2,3,7-tetrahydro-6H-purin-6-one). The yield is 14166.7%. RXN SMILES: [NH2:1][C:2]1[C:3](=[O:17])[NH:4][C:5](=[S:16])[N:6]([CH2:9][C:10]2[C:14]([CH3:15])=[N:13][O:12][N:11]=2)[C:7]=1[NH2:8].[C:18](O)(=O)C.C(N)=N>O>[CH3:15][C:14]1[C:10]([CH2:9][N:6]2[C:7]3[N:8]=[CH:18][NH:1][C:2]=3[C:3](=[O:17])[NH:4][C:5]2=[S:16])=[N:11][O:12][N:13]=1 |f:1.2|. Reported procedure: The title compound was prepared in accordance with the general method described in Example 12(d) by using 5,6-diamino-1-[(4-methyl-1,2,5-oxadiazol-3-yl)methyl]-2-thioxo-2,3-dihydropyrimidin-4(1H)-one (0.41 g, 1.6 mmol, obtained from Example 16(c)) and formamidine acetate (0.25 g, 2.4 mmol) with the exception that after the reaction mixture had cooled to r.t., water (20 mL) was added. The cloudy solution was maintained at 5° C. o.n. and the precipitate that formed was collected by filtration, was... The reactants are B(OC1=CC=C(C=C1)N1CCCCC1)([O-])[O-] (4-(1-piperidinyl)phenyl borate), BrC=1C=CC2=C(C=C(CCN2C)C(=O)NC2=CC=C(C=C2)CN(C2CCOCC2)C)C1 (7-bromo-1-methyl-N-[4-[[N-methyl-N-(tetrahydro-2H-pyran-4-yl)amino]methyl]phenyl]-2,3-dihydro-1-benzazepine-4-carboxamide), tetrakistriphenylphosphine palladium, C([O-])([O-])=O.[K+].[K+] (potassium carbonate). The solvent is O.C(C)O.C1(=CC=CC=C1)C (water ethanol toluene), C(C)(=O)OCC (ethyl acetate). Reaction conditions: time 40 minute. Product: CN1CCC(=CC2=C1C=CC(=C2)C2=CC=C(C=C2)N2CCCCC2)C(=O)NC2=CC=C(C=C2)CN(C2CCOCC2)C (1-methyl-N-[4-[[N-methyl-N-(tetrahydro-2H-pyran-4-yl)amino]methyl]phenyl]-7-[4-(1-piperidinyl)phenyl]-2,3-dihydro-1-benzazepine-4-carboxamide). The yield is 19.2%. As a reaction SMILES: B([O-])([O-])O[C:3]1[CH:8]=[CH:7][C:6]([N:9]2[CH2:14][CH2:13][CH2:12][CH2:11][CH2:10]2)=[CH:5][CH:4]=1.Br[C:18]1[CH:19]=[CH:20][C:21]2[N:27]([CH3:28])[CH2:26][CH2:25][C:24]([C:29]([NH:31][C:32]3[CH:37]=[CH:36][C:35]([CH2:38][N:39]([CH3:46])[CH:40]4[CH2:45][CH2:44][O:43][CH2:42][CH2:41]4)=[CH:34][CH:33]=3)=[O:30])=[CH:23][C:22]=2[CH:47]=1.C(=O)([O-])[O-].[K+].[K+]>O.C(O)C.C1(C)C=CC=CC=1.C(OCC)(=O)C>[CH3:28][N:27]1[C:21]2[CH:20]=[CH:19][C:18]([C:3]3[CH:8]=[CH:7][C:6]([N:9]4[CH2:14][CH2:13][CH2:12][CH2:11][CH2:10]4)=[CH:5][CH:4]=3)=[CH:47][C:22]=2[CH:23]=[C:24]([C:29]([NH:31][C:32]2[CH:33]=[CH:34][C:35]([CH2:38][N:39]([CH3:46])[CH:40]3[CH2:45][CH2:44][O:43][CH2:42][CH2:41]3)=[CH:36][CH:37]=2)=[O:30])[CH2:25][CH2:26]1 |f:2.3.4,5.6.7|. Procedure: In water/ethanol/toluene (1:1:10, 18.0 ml) were dissolved 4-(1-piperidinyl)phenyl borate (179 mg) and 7-bromo-1-methyl-N-[4-[[N-methyl-N-(tetrahydro-2H-pyran-4-yl)amino]methyl]phenyl]-2,3-dihydro-1-benzazepine-4-carboxamide (353 mg), and to the mixture was added potassium carbonate (242 mg). Under argon atmosphere, the mixture was stirred for 40 minutes, and to the mixture was added tetrakistriphenylphosphine palladium (34 mg). Under argon atmosphere, the mixture was refluxed for 15 hours, and t... The reactants are O=C([O-])[O-], CN(C)C=O, ClCCl, Cc1ccc(F)cc1C(=O)Cl, [K+], [K+], O, c1cnc2c(c1)CNc1ccccc1N2. The product is Cc1ccc(F)cc1C(=O)N1Cc2cccnc2Nc2ccccc21. RXN SMILES: [C:16](=[O:17])([O-:18])[O-:19].[CH3:33][N:34]([CH3:35])[CH:36]=[O:37].[Cl:39][CH2:40][Cl:41].[F:22][c:23]1[cH:24][cH:25][c:26]([CH3:32])[c:27]([C:28](=[O:29])[Cl:30])[cH:31]1.[K+:20].[K+:21].[OH2:38].[n:1]1[cH:2][cH:3][cH:4][c:5]2[c:6]1[NH:7][c:8]1[c:9]([cH:12][cH:13][cH:14][cH:15]1)[NH:10][CH2:11]2>>[n:1]1[cH:2][cH:3][cH:4][c:5]2[c:6]1[NH:7][c:8]1[c:9]([cH:12][cH:13][cH:14][cH:15]1)[N:10]([C:28]([c:27]1[c:26]([CH3:32])[cH:25][cH:24][c:23]([F:22])[cH:31]1)=[O:29])[CH2:11]2.